This data is from the Open Reaction Database (ORD), a public repository of structured organic reaction records. The task is: describe an organic reaction: reactants, conditions, products, and yield Reactants: [BH3-]C#N, CCOC(=O)c1[nH]c2c(Br)cccc2c1C(=O)c1ccccc1, CCOC(C)=O, ClCCCl, [I-], [I-], [Na+], O, [Zn+2]. Product: CCOC(=O)c1[nH]c2c(Br)cccc2c1Cc1ccccc1. As a reaction SMILES: [C:24]([BH3-:25])#[N:26].[CH2:1]([CH3:2])[O:3][C:4](=[O:5])[c:6]1[nH:7][c:8]2[c:9]([Br:23])[cH:10][cH:11][cH:12][c:13]2[c:14]1[C:15]([c:16]1[cH:17][cH:18][cH:19][cH:20][cH:21]1)=[O:22].[CH3:28][CH2:29][O:30][C:31]([CH3:32])=[O:33].[Cl:35][CH2:36][CH2:37][Cl:38].[I-:39].[I-:41].[Na+:27].[OH2:34].[Zn+2:40]>>[CH2:1]([CH3:2])[O:3][C:4](=[O:5])[c:6]1[nH:7][c:8]2[c:9]([Br:23])[cH:10][cH:11][cH:12][c:13]2[c:14]1[CH2:15][c:16]1[cH:17][cH:18][cH:19][cH:20][cH:21]1. Reactants: O (water), [H-].[Na+] (Sodium hydride), ClCC=1C=CC(=NC1)OCC=1N=C(SC1)C1=CC=CC=C1 (5-chloromethyl-2-(2-phenyl-4-thiazolylmethoxy)pyridine), C(C)OC1=NNC=C1CCC(=O)OCC (ethyl 3-(3-ethoxy-1H-pyrazol-4-yl)propionate). Run in CN(C=O)C (N,N-dimethylformamide). Run at time 1 hour. The product is C(C)OC1=NN(C=C1CCC(=O)OCC)CC=1C=NC(=CC1)OCC=1N=C(SC1)C1=CC=CC=C1 (ethyl 3-[3-ethoxy-1-[6-(2-phenyl-4-thiazolylmethoxy)-3-pyridylmethyl]-1H-pyrazol-4-yl]propionate). The yield is 89.0%. Reaction SMILES: [H-].[Na+].Cl[CH2:4][C:5]1[CH:6]=[CH:7][C:8]([O:11][CH2:12][C:13]2[N:14]=[C:15]([C:18]3[CH:23]=[CH:22][CH:21]=[CH:20][CH:19]=3)[S:16][CH:17]=2)=[N:9][CH:10]=1.[CH2:24]([O:26][C:27]1[C:31]([CH2:32][CH2:33][C:34]([O:36][CH2:37][CH3:38])=[O:35])=[CH:30][NH:29][N:28]=1)[CH3:25].O>CN(C)C=O>[CH2:24]([O:26][C:27]1[C:31]([CH2:32][CH2:33][C:34]([O:36][CH2:37][CH3:38])=[O:35])=[CH:30][N:29]([CH2:4][C:5]2[CH:10]=[N:9][C:8]([O:11][CH2:12][C:13]3[N:14]=[C:15]([C:18]4[CH:23]=[CH:22][CH:21]=[CH:20][CH:19]=4)[S:16][CH:17]=3)=[CH:7][CH:6]=2)[N:28]=1)[CH3:25] |f:0.1|. Reported procedure: Sodium hydride (60%, oily, 60.0 mg) was added to a solution of 5-chloromethyl-2-(2-phenyl-4-thiazolylmethoxy)pyridine (475 mg), ethyl 3-(3-ethoxy-1H-pyrazol-4-yl)propionate (318 mg) in N,N-dimethylformamide (10 ml) at 0° C., and the mixture was stirred at room temperature for 1 hour. The reaction mixture was poured into water, and extracted with ethyl acetate. The ethyl acetate layer was washed with saturated aqueous sodium chloride solution, dried (MgSO4), and concentrated. The residue was subj...